The task is: describe an organic reaction: reactants, conditions, products, and yield. This data is from the Open Reaction Database (ORD), a public repository of structured organic reaction records. Reactants: CC1=C(C(=C(C2=C1COC2=O)O[C@H]3[C@@H]([C@H]([C@@H]([C@H](O3)C(=O)O)O)O)O)C/C=C(\C)/CCC(=O)O)OC (MPaG), Br (hydrobromic acid), C(C)(=O)O (acetic acid), CC=1C=CC(=CC1)C (p-xylene). Reagents/catalysts: C(C)(=O)[O-].[Co+2].C(C)(=O)[O-] (cobalt acetate), C(C)(=O)[O-].[Mn+2].C(C)(=O)[O-] (manganese acetate). The product is C(C1=CC=C(C(=O)O)C=C1)(=O)O (terephthalic acid). As a reaction SMILES: CC1C=CC(C)=CC=1.C[C:10]1[C:15]2C[O:17][C:18](=[O:19])[C:14]=2[C:13](O[C@@H]2O[C@H](C(O)=O)[C@@H](O)[C@H](O)[C@H]2O)=[C:12](C/C=C(/CCC(O)=O)\C)[C:11]=1OC.Br.[C:45]([OH:48])(=[O:47])C>C([O-])(=O)C.[Co+2].C([O-])(=O)C.C([O-])(=O)C.[Mn+2].C([O-])(=O)C>[C:45]([OH:48])(=[O:47])[C:11]1[CH:10]=[CH:15][C:14]([C:18]([OH:17])=[O:19])=[CH:13][CH:12]=1 |f:4.5.6,7.8.9|. Procedure details: An example of the liquid-phase oxidation reaction is as follows. For example, using an apparatus with a commercial scale, p-xylene is subjected to liquid-phase oxidation by air (reaction temperature: 200 [° C.]; reaction pressure: 1.5 [MPaG]) in the presence of cobalt acetate, manganese acetate and hydrobromic acid in hydrous acetic acid to obtain a crude terephthalic acid slurry (the concentration of terephthalic acid: 34% by weight; the concentration of water in the hydrous acetic acid that is... Starting materials: NC=1C=C2CCCC2=CC1[N+](=O)[O-] (5-amino 6-nitroindan), Cl[Sn]Cl (SnCl2). Run in C(C)O (ethanol). Yields the product NC=1C=C2CCCC2=CC1N (5,6-Diaminoindan). The yield is 97.6%. RXN SMILES: [NH2:1][C:2]1[CH:3]=[C:4]2[C:8](=[CH:9][C:10]=1[N+:11]([O-])=O)[CH2:7][CH2:6][CH2:5]2.Cl[Sn]Cl>C(O)C>[NH2:1][C:2]1[CH:3]=[C:4]2[C:8](=[CH:9][C:10]=1[NH2:11])[CH2:7][CH2:6][CH2:5]2. Reported procedure: A solution of 200 mg (1.12 mmol) of 5-amino 6-nitroindan and 1.14 g (6.01 mmol) of SnCl2 in 8 mL of ethanol was heated at 70° C. for 2 h. It was evaporated to remove the ethanol. The residue was treated with 40% aqueous NaOH to pH =12. The mixture was diluted with 4 mL of water and extracted with CHCl3(3×10 mL). The extract was dried (MgSO4) and evaporated to leave a yellow crystalline solid (162 mg, 97%). 1H NMR (CDCl3), 2.012 (m, 2), 2.173 (t, 4, J=7.25), 3.301 (sb, 4), 6.614 (s, 2). Reactants: [BH4-], CC(=O)c1cccc2ccccc12, CCO, Cl, [Na+], O. Product: CC(O)c1cccc2ccccc12. As a reaction SMILES: [BH4-:1].[C:3]([CH3:4])(=[O:5])[c:6]1[cH:7][cH:8][cH:9][c:10]2[cH:11][cH:12][cH:13][cH:14][c:15]12.[CH3:17][CH2:18][OH:19].[ClH:16].[Na+:2].[OH2:20]>>[CH:3]([CH3:4])([OH:5])[c:6]1[cH:7][cH:8][cH:9][c:10]2[cH:11][cH:12][cH:13][cH:14][c:15]12. The reactants are BrCCOCCOC1=C(C=C2C(=NC=NC2=C1)NC1=C(C=C(C=C1)Cl)F)OC (7-(2-(2-bromoethoxy)ethoxy)-4-(4-chloro-2-fluoroanilino)-6-methoxyquinazoline), CN1CCNCC1 (1-methylpiperazine). Conditions: temperature 100 celsius. The product is Cl.ClC1=CC(=C(NC2=NC=NC3=CC(=C(C=C23)OC)OCCOCCN2CCN(CC2)C)C=C1)F (4-(4-chloro-2-fluoroanilino)-6-methoxy-7-(2-(2-[4-methylpiperazin-1-yl]ethoxy)ethoxy)quinazoline hydrochloride). Yield: 28.0%. RXN SMILES: Br[CH2:2][CH2:3][O:4][CH2:5][CH2:6][O:7][C:8]1[CH:17]=[C:16]2[C:11]([C:12]([NH:18][C:19]3[CH:24]=[CH:23][C:22]([Cl:25])=[CH:21][C:20]=3[F:26])=[N:13][CH:14]=[N:15]2)=[CH:10][C:9]=1[O:27][CH3:28].[CH3:29][N:30]1[CH2:35][CH2:34][NH:33][CH2:32][CH2:31]1>>[ClH:25].[Cl:25][C:22]1[CH:23]=[CH:24][C:19]([NH:18][C:12]2[C:11]3[C:16](=[CH:17][C:8]([O:7][CH2:6][CH2:5][O:4][CH2:3][CH2:2][N:33]4[CH2:34][CH2:35][N:30]([CH3:29])[CH2:31][CH2:32]4)=[C:9]([O:27][CH3:28])[CH:10]=3)[N:15]=[CH:14][N:13]=2)=[C:20]([F:26])[CH:21]=1 |f:2.3|. Procedure: A mixture of 7-(2-(2-bromoethoxy)ethoxy)-4-(4-chloro-2-fluoroanilino)-6-methoxyquinazoline (150 mg, 0.32 mmol) in 1-methylpiperazine (2 ml) was heated at 100° C. for 1 hour. The mixture was allowed to cool and was partitioned between ethyl acetate and water. The organic layer was separated and washed with water and then brine, dried (MgSO4) and the solvent removed by evaporation. The residue was purified by column chromatography on silica eluting with methylene chloride/methanol (85/15 followed ... Yields the product [N+](=O)([O-])C1=CC=C(C=C1)C=1N=CNC1 (4-(4-nitro-phenyl)-imidazole). Solvent: S(O)(O)(=O)=O (sulphuric acid), C(=O)N (formamide). Procedure details: Prepared by nitrogenating 4-phenyl-imidazole in concentrated sulphuric acid with ammonium nitrate analogously to Example D (64% of theory; melting point: 220° C.) or by heating ω-bromo-acetophenone in formamide (160° C., 2.5 hours) (53% of theory; melting point: 220-222° C.). RXN SMILES: [C:1]1([C:7]2[N:8]=[CH:9][NH:10][CH:11]=2)[CH:6]=[CH:5][CH:4]=[CH:3][CH:2]=1.[N+:12]([O-])([O-:14])=[O:13].[NH4+].BrCC(C1C=CC=CC=1)=O>S(=O)(=O)(O)O.C(N)=O>[N+:12]([C:4]1[CH:3]=[CH:2][C:1]([C:7]2[N:8]=[CH:9][NH:10][CH:11]=2)=[CH:6][CH:5]=1)([O-:14])=[O:13] |f:1.2|. Starting materials: C1(=CC=CC=C1)C=1N=CNC1 (4-phenyl-imidazole), [N+](=O)([O-])[O-].[NH4+] (ammonium nitrate), BrCC(=O)C1=CC=CC=C1 (ω-bromo-acetophenone). As a reaction SMILES: [Si:1]([O:8][CH2:9][C:10]1[CH:15]=[CH:14][C:13]([C:16]([CH2:23][CH2:24][CH2:25][CH2:26][CH3:27])=[CH:17][C:18]([O:20][CH2:21][CH3:22])=[O:19])=[C:12]([O:28][CH3:29])[CH:11]=1)([C:4]([CH3:7])([CH3:6])[CH3:5])([CH3:3])[CH3:2].[H][H]>C(OCC)(=O)C.[Pd]>[Si:1]([O:8][CH2:9][C:10]1[CH:15]=[CH:14][C:13]([CH:16]([CH2:23][CH2:24][CH2:25][CH2:26][CH3:27])[CH2:17][C:18]([O:20][CH2:21][CH3:22])=[O:19])=[C:12]([O:28][CH3:29])[CH:11]=1)([C:4]([CH3:5])([CH3:7])[CH3:6])([CH3:2])[CH3:3]. The reactants are [Si](C)(C)(C(C)(C)C)OCC1=CC(=C(C=C1)C(=CC(=O)OCC)CCCCC)OC (ethyl 3-(4-t-butyldimethylsilyloxymethyl-2-methoxyphenyl)-2-octenoate), [H][H] (hydrogen). Solvent: C(C)(=O)OCC (ethyl acetate). The reagents and catalysts are [Pd] (palladium-on-charcoal). Reported procedure: A solution of 27.92 g (66.4 mmol) of ethyl 3-(4-t-butyldimethylsilyloxymethyl-2-methoxyphenyl)-2-octenoate [prepared as described in step (iii) above] in 200 ml of ethyl acetate was vigorously stirred for 8 hours in the presence of 1.58 g of 10% palladium-on-charcoal in a stream of hydrogen. At the end of this time, the catalyst was filtered off, and the filtrate was concentrated by evaporation under reduced pressure, to give 28.25 g (a quantitative yield) of the title compound as an oily substa... The product is [Si](C)(C)(C(C)(C)C)OCC1=CC(=C(C=C1)C(CC(=O)OCC)CCCCC)OC (Ethyl 3-(4-t-butyldimethylsilyloxymethyl-2-methoxyphenyl)octanoate). The reactants are [Si](C)(C)(C(C)(C)C)OC1=C(C=O)C=CC=C1O[Si](C)(C)C(C)(C)C (2,3-Di(tert-butyldimethylsilyloxy)benzaldehyde), C(CCC)[Li] (butyllithium), CCCCCC (hexane), [Br-].COC=1C=C(C[PH3+])C=C(C1OC)OC (3,4,5-trimethoxybenzylphosphonium bromide). The solvent is C1CCOC1 (THF), O1CCCC1 (tetrahydrofuran), O (Water). Conditions: temperature -40 celsius, time 1 hour. Product: COC=1C=C(C=C(C1OC)OC)\C=C/C1=CC=CC(=C1O[Si](C)(C)C(C)(C)C)O[Si](C)(C)C(C)(C)C (6-[(Z)-2-(3,4,5-Trimethoxyphenyl)vinyl]-1,2-di(tert-butyldimethylsilyloxy) benzene). As a reaction SMILES: [Br-].[CH3:2][O:3][C:4]1[CH:5]=[C:6]([CH:9]=[C:10]([O:14][CH3:15])[C:11]=1[O:12][CH3:13])[CH2:7][PH3+].C([Li])CCC.CCCCCC.[Si:27]([O:34][C:35]1[C:42]([O:43][Si:44]([C:47]([CH3:50])([CH3:49])[CH3:48])([CH3:46])[CH3:45])=[CH:41][CH:40]=[CH:39][C:36]=1[CH:37]=O)([C:30]([CH3:33])([CH3:32])[CH3:31])([CH3:29])[CH3:28]>O1CCCC1.O>[CH3:2][O:3][C:4]1[CH:5]=[C:6](/[CH:7]=[CH:37]\[C:36]2[C:35]([O:34][Si:27]([C:30]([CH3:33])([CH3:31])[CH3:32])([CH3:29])[CH3:28])=[C:42]([O:43][Si:44]([C:47]([CH3:50])([CH3:49])[CH3:48])([CH3:45])[CH3:46])[CH:41]=[CH:40][CH:39]=2)[CH:9]=[C:10]([O:14][CH3:15])[C:11]=1[O:12][CH3:13] |f:0.1|. Procedure: A suspension of 3,4,5-trimethoxybenzylphosphonium bromide (1.047 g, 2 mmol) in 12 mL dry tetrahydrofuran was stirred under nitrogen while cooling to −40° C. then adding 1.52 mL of 1.6M butyllithium in hexane (2.44 mmol) dropwise over six minutes below −25° C. The mixture was kept at −15° C. for ten minutes before cooling to −70°. 7 (0.748 g, 2.04 mmol) was added as a solution in 3 mL THF dropwise below −60° C. and the pale orange solution allowed to reach 20° C. over a period of one hour. After ... The reactants are COc1ccc(P2(=S)SP(=S)(c3ccc(OC)cc3)S2)cc1, COC(=O)c1cc(I)c(Oc2ccc(OC)cc2)c(I)c1, Cc1ccccc1C. The product is COC(=S)c1cc(I)c(Oc2ccc(OC)cc2)c(I)c1. RXN SMILES: [CH3:22][O:23][c:24]1[cH:25][cH:26][c:27]([P:28]2(=[S:31])[S:29][P:30]([c:32]3[cH:33][cH:34][c:35]([O:36][CH3:37])[cH:38][cH:39]3)(=[S:40])[S:41]2)[cH:42][cH:43]1.[I:1][c:2]1[cH:3][c:4]([C:5](=[O:6])[O:7][CH3:8])[cH:9][c:10]([I:21])[c:11]1[O:12][c:13]1[cH:14][cH:15][c:16]([O:19][CH3:20])[cH:17][cH:18]1.[c:44]1([CH3:45])[c:46]([CH3:47])[cH:48][cH:49][cH:50][cH:51]1>>[I:1][c:2]1[cH:3][c:4]([C:5]([O:7][CH3:8])=[S:31])[cH:9][c:10]([I:21])[c:11]1[O:12][c:13]1[cH:14][cH:15][c:16]([O:19][CH3:20])[cH:17][cH:18]1. Product: Cl, COc1cc(Cl)cc(C)c1Nc1nc2cccc(N(c3ccc(Cl)cc3)C(C)C)c2n1C. The reactants are CCOC(C)=O, CC(C)N(c1ccc(Cl)cc1)c1cccc2nc(Cl)n(C)c12, COc1cc(Cl)cc(C)c1N. RXN SMILES: [CH3:34][CH2:35][O:36][C:37](=[O:38])[CH3:39].[Cl:1][c:2]1[n:3][c:4]2[c:5]([n:6]1[CH3:7])[c:8]([N:12]([CH:13]([CH3:14])[CH3:15])[c:16]1[cH:17][cH:18][c:19]([Cl:22])[cH:20][cH:21]1)[cH:9][cH:10][cH:11]2.[Cl:23][c:24]1[cH:25][c:26]([O:32][CH3:33])[c:27]([NH2:28])[c:29]([CH3:31])[cH:30]1>>[ClH:1].[c:2]1([NH:28][c:27]2[c:26]([O:32][CH3:33])[cH:25][c:24]([Cl:23])[cH:30][c:29]2[CH3:31])[n:3][c:4]2[c:5]([n:6]1[CH3:7])[c:8]([N:12]([CH:13]([CH3:14])[CH3:15])[c:16]1[cH:17][cH:18][c:19]([Cl:22])[cH:20][cH:21]1)[cH:9][cH:10][cH:11]2. Reactants: C12(CC3CC(CC(C1)C3)C2)C(=O)O (1-adamantanecarboxylic acid), CO (methanol), OS(=O)(=O)O (H2SO4). Run in O (water). Product: COC(=O)C12CC3CC(CC(C1)C3)C2 (Methyl-1-adamantanecarboxylate). The yield is 77.5%. RXN SMILES: [C:1]12([C:11]([OH:13])=[O:12])[CH2:10][CH:5]3[CH2:6][CH:7]([CH2:9][CH:3]([CH2:4]3)[CH2:2]1)[CH2:8]2.[CH3:14]O.OS(O)(=O)=O>O>[CH3:14][O:12][C:11]([C:1]12[CH2:10][CH:5]3[CH2:6][CH:7]([CH2:9][CH:3]([CH2:4]3)[CH2:2]1)[CH2:8]2)=[O:13]. Procedure: A mixture of 1-adamantanecarboxylic acid (572 gm.), methanol (2.2 liters), and H2SO4 (90 ml.) was refluxed 5 hours and then cooled to room temperature overnight. The reaction mixture was poured into 28 liters of water and extracted with chloroform (2 × 150 ml. for each 3.5 liters of solution). The chloroform extracts were combined, washed with water, dried, and concentrated. The residual oil was distilled to give 476 gm. product (77.5% yield) b17 approx. 143°.